This data is from the Open Reaction Database (ORD), a public repository of structured organic reaction records. The task is: describe an organic reaction: reactants, conditions, products, and yield The reactants are CN=C=S, CC#N, c1coc(C2NCCc3[nH]cnc32)c1. Yields the product CNC(=S)N1CCc2[nH]cnc2C1c1ccco1. RXN SMILES: [CH3:15][N:16]=[C:17]=[S:18].[CH3:19][C:20]#[N:21].[o:1]1[c:2]([CH:6]2[NH:7][CH2:8][CH2:9][c:10]3[c:11]2[n:12][cH:13][nH:14]3)[cH:3][cH:4][cH:5]1>>[o:1]1[c:2]([CH:6]2[N:7]([C:17]([NH:16][CH3:15])=[S:18])[CH2:8][CH2:9][c:10]3[c:11]2[n:12][cH:13][nH:14]3)[cH:3][cH:4][cH:5]1. The reactants are C(#N)C1=C(C=CC=C1)N1CCC(CC1)=O (N-(2-Cyanophenyl)-4-piperidone), NCCNC(OC(C)(C)C)=O (tert-Butyl N-(2-aminoethyl)carbamate), C(C)(=O)O (acetic acid), C(#N)[BH3-].[Na+] (sodium cyanoborohydride). Solvent: CO (methanol). Reaction conditions: time 8 hour. Product: C(C)(C)(C)OC(NCCNC1CCN(CC1)C1=C(C=CC=C1)C#N)=O ((2-(1-(2-Cyanophenyl)piperidin-4-ylamino)ethyl)carbamic acid tert-butyl ester). As a reaction SMILES: [C:1]([C:3]1[CH:8]=[CH:7][CH:6]=[CH:5][C:4]=1[N:9]1[CH2:14][CH2:13][C:12](=O)[CH2:11][CH2:10]1)#[N:2].[NH2:16][CH2:17][CH2:18][NH:19][C:20](=[O:26])[O:21][C:22]([CH3:25])([CH3:24])[CH3:23].C(O)(=O)C.C([BH3-])#N.[Na+]>CO>[C:22]([O:21][C:20](=[O:26])[NH:19][CH2:18][CH2:17][NH:16][CH:12]1[CH2:13][CH2:14][N:9]([C:4]2[CH:5]=[CH:6][CH:7]=[CH:8][C:3]=2[C:1]#[N:2])[CH2:10][CH2:11]1)([CH3:25])([CH3:23])[CH3:24] |f:3.4|. Reported procedure: A solution of 5 (200 mg, 1.00 mmol), 1 (161 mg, 1.00 mmol), and acetic acid (300 mg, 5.00 mmol) in methanol (2 mL) was treated with sodium cyanoborohydride (66 mg, 1.05 mmol) at room temperature. The resulting mixture was stirred at room temperature overnight. The solvent was removed in vacuo and the residue dissolved in dichloromethane and sodium bicarbonate solution. The aqueous layer was extracted with three additional portions of dichloromethane and the combined organic extracts were washed ... Reactants: CO, O=C(NC1CN(C(=O)Cc2ccc(OC(F)(F)F)cc2)CC1O)OCc1ccccc1. Reaction SMILES: [CH3:32][OH:33].[OH:1][CH:2]1[CH:3]([NH:21][C:22](=[O:23])[O:24][CH2:25][c:26]2[cH:27][cH:28][cH:29][cH:30][cH:31]2)[CH2:4][N:5]([C:7]([CH2:8][c:9]2[cH:10][cH:11][c:12]([O:15][C:16]([F:17])([F:18])[F:19])[cH:13][cH:14]2)=[O:20])[CH2:6]1>>[OH:1][CH:2]1[CH:3]([NH2:21])[CH2:4][N:5]([C:7]([CH2:8][c:9]2[cH:10][cH:11][c:12]([O:15][C:16]([F:17])([F:18])[F:19])[cH:13][cH:14]2)=[O:20])[CH2:6]1. The product is NC1CN(C(=O)Cc2ccc(OC(F)(F)F)cc2)CC1O. The reactants are C(=O)([O-])[O-].[K+].[K+] (K2CO3), C1(CCCC1)C1(CC(=CC(O1)=O)O)CCC1=CC(=CC=C1)O (6-cyclopentyl-4-hydroxy-6-[2-(3-hydroxy-phenyl)-ethyl]-5,6-dihydro-pyran-2-one), C(C)(C)(C)C1=C(C=C(C(=C1)CO)C)SS(=O)(=O)C1=CC=C(C=C1)C (toluene-4-thiosulfonic acid S-(2-tert-butyl-4-hydroxymethyl-5-methyl-phenyl) ester). Run in CN(C)C=O (DMF). Product: C(C)(C)(C)C1=C(C=C(C(=C1)CO)C)SC=1C(OC(CC1O)(CCC1=CC(=CC=C1)O)C1CCCC1)=O (3-(2-tert-Butyl-4-hydroxymethyl-5-methyl-phenylsulfanyl)-6-cyclopentyl-4-hydroxy-6-[2-(3-hydroxy-phenyl)-ethyl]-5,6-dihydro-pyran-2-one), solid. Yield: 81.0%. Reaction SMILES: [CH:1]1([C:6]2([CH2:14][CH2:15][C:16]3[CH:21]=[CH:20][CH:19]=[C:18]([OH:22])[CH:17]=3)[O:11][C:10](=[O:12])[CH:9]=[C:8]([OH:13])[CH2:7]2)[CH2:5][CH2:4][CH2:3][CH2:2]1.[C:23]([C:27]1[CH:32]=[C:31]([CH2:33][OH:34])[C:30]([CH3:35])=[CH:29][C:28]=1[S:36]S(C1C=CC(C)=CC=1)(=O)=O)([CH3:26])([CH3:25])[CH3:24].C([O-])([O-])=O.[K+].[K+]>CN(C=O)C>[C:23]([C:27]1[CH:32]=[C:31]([CH2:33][OH:34])[C:30]([CH3:35])=[CH:29][C:28]=1[S:36][C:9]1[C:10](=[O:12])[O:11][C:6]([CH:1]2[CH2:5][CH2:4][CH2:3][CH2:2]2)([CH2:14][CH2:15][C:16]2[CH:21]=[CH:20][CH:19]=[C:18]([OH:22])[CH:17]=2)[CH2:7][C:8]=1[OH:13])([CH3:26])([CH3:25])[CH3:24] |f:2.3.4|. Procedure details: The title compound was prepared as described in General Method 9 using 6-cyclopentyl-4-hydroxy-6-[2-(3-hydroxy-phenyl)-ethyl]-5,6-dihydro-pyran-2-one (0.26 g, 0.9 mmol) from Example AAAAA, toluene-4-thiosulfonic acid S-(2-tert-butyl-4-hydroxymethyl-5-methyl-phenyl) ester (prepared in Example FFF; 0.35 g, 1.0 mmol), 0.54 g (3.9 mmol) of K2CO3 in DMF (10 mL). The product was purified by column chromatography on silica gel eluting with EtOAc:hexane:CH2Cl2 (1:1:1) to afford the product in 81% yield ... Reactants: ClC=1C=C(NC=2C3=C(N=CN2)NC(=C3)C3=CC=C(C=C3)C(=O)O)C=CC1 (4-(3-chloro-anilino)-6-(4-carboxy-phenyl)-7H-pyrrolo[2,3-d]-pyrimidine), S(O)(O)(=O)=O (sulfuric acid), CO (methanol). The product is ClC=1C=C(NC=2C3=C(N=CN2)NC(=C3)C3=CC=C(C=C3)C(=O)OC)C=CC1 (4-(3-Chloro-anilino)-6-(4-methoxycarbonyl-phenyl)-7H-pyrrolo-[2,3-d]pyrimidine). As a reaction SMILES: [Cl:1][C:2]1[CH:3]=[C:4]([CH:24]=[CH:25][CH:26]=1)[NH:5][C:6]1[C:7]2[CH:14]=[C:13]([C:15]3[CH:20]=[CH:19][C:18]([C:21]([OH:23])=[O:22])=[CH:17][CH:16]=3)[NH:12][C:8]=2[N:9]=[CH:10][N:11]=1.S(=O)(=O)(O)O.[CH3:32]O>>[Cl:1][C:2]1[CH:3]=[C:4]([CH:24]=[CH:25][CH:26]=1)[NH:5][C:6]1[C:7]2[CH:14]=[C:13]([C:15]3[CH:16]=[CH:17][C:18]([C:21]([O:23][CH3:32])=[O:22])=[CH:19][CH:20]=3)[NH:12][C:8]=2[N:9]=[CH:10][N:11]=1. Procedure: 0.5 g (1.37 mmol) of 4-(3-chloro-anilino)-6-(4-carboxy-phenyl)-7H-pyrrolo[2,3-d]-pyrimidine suspended in 100 ml of methanol is heated under reflux for 24 hours with 0.1 ml of concentrated sulfuric acid. The solution is concentrated and stirred in methanol/diethyl ether. The crystals are filtered off and then suspended in methanol/water. The suspension is adjusted to pH 7-8 with sodium hydrogen carbonate solution and stirred at RT for 30 min. The crystals are filtered off with suction, washed wit... Starting materials: CCOC(=O)C1(Cc2cn(C(c3ccccc3)(c3ccccc3)c3ccccc3)cn2)CCN(C(=O)OC(C)(C)C)CC1, C1CCOC1, CO, [Li+], [OH-], O. Product: CC(C)(C)OC(=O)N1CCC(Cc2cn(C(c3ccccc3)(c3ccccc3)c3ccccc3)cn2)(C(=O)O)CC1. As a reaction SMILES: [C:1]([c:2]1[cH:3][cH:4][cH:5][cH:6][cH:7]1)([c:8]1[cH:9][cH:10][cH:11][cH:12][cH:13]1)([c:14]1[cH:15][cH:16][cH:17][cH:18][cH:19]1)[n:20]1[cH:21][n:22][c:23]([CH2:25][C:26]2([C:39](=[O:40])[O:41][CH2:42][CH3:43])[CH2:27][CH2:28][N:29]([C:32](=[O:33])[O:34][C:35]([CH3:36])([CH3:37])[CH3:38])[CH2:30][CH2:31]2)[cH:24]1.[CH2:44]1[O:45][CH2:46][CH2:47][CH2:48]1.[CH3:49][OH:50].[Li+:52].[OH-:51].[OH2:53]>>[C:1]([c:2]1[cH:3][cH:4][cH:5][cH:6][cH:7]1)([c:8]1[cH:9][cH:10][cH:11][cH:12][cH:13]1)([c:14]1[cH:15][cH:16][cH:17][cH:18][cH:19]1)[n:20]1[cH:21][n:22][c:23]([CH2:25][C:26]2([C:39](=[O:40])[OH:41])[CH2:27][CH2:28][N:29]([C:32](=[O:33])[O:34][C:35]([CH3:36])([CH3:37])[CH3:38])[CH2:30][CH2:31]2)[cH:24]1. The reactants are BrC=1C=C2C(=NC1)NC=C2C(=O)C=2C(=C(C=CC2)NS(=O)(=O)C2=C(C=CC=C2)F)F (N-[3-(5-bromo-1H-pyrrolo[2,3-b]pyridine-3-carbonyl)-2-fluoro-phenyl]-2-fluoro-benzenesulfonamide), COC1=NC=C(C=N1)B1OC(C(O1)(C)C)(C)C (2-methoxy-5-(4,4,5,5-tetramethyl-[1,3,2]dioxaborolan-2-yl)-pyrimidine), C([O-])([O-])=O.[K+].[K+] (potassium carbonate). Reagents/catalysts: [Pd].C1(=CC=CC=C1)P(C1=CC=CC=C1)C1=CC=CC=C1.C1(=CC=CC=C1)P(C1=CC=CC=C1)C1=CC=CC=C1.C1(=CC=CC=C1)P(C1=CC=CC=C1)C1=CC=CC=C1.C1(=CC=CC=C1)P(C1=CC=CC=C1)C1=CC=CC=C1 (tetrakis-(triphenylphosphine) palladium(0)). Solvent: C(C)#N (acetonitrile). Reaction conditions: temperature 160 celsius. Product: FC1=C(C=CC=C1)S(=O)(=O)NC1=C(C(=CC=C1)C(=O)C1=CNC2=NC=C(C=C21)C=2C=NC(=NC2)OC)F (2-fluoro-N-{2-fluoro-3-[5-(2-methoxy-pyrimidin-5-yl)-1H-pyrrolo[2,3-b]pyridine-3-carbonyl]phenyl}-benzenesulfonamide). The yield is 25.5%. RXN SMILES: Br[C:2]1[CH:3]=[C:4]2[C:10]([C:11]([C:13]3[C:14]([F:30])=[C:15]([NH:19][S:20]([C:23]4[CH:28]=[CH:27][CH:26]=[CH:25][C:24]=4[F:29])(=[O:22])=[O:21])[CH:16]=[CH:17][CH:18]=3)=[O:12])=[CH:9][NH:8][C:5]2=[N:6][CH:7]=1.[CH3:31][O:32][C:33]1[N:38]=[CH:37][C:36](B2OC(C)(C)C(C)(C)O2)=[CH:35][N:34]=1.C(=O)([O-])[O-].[K+].[K+]>[Pd].C1(P(C2C=CC=CC=2)C2C=CC=CC=2)C=CC=CC=1.C1(P(C2C=CC=CC=2)C2C=CC=CC=2)C=CC=CC=1.C1(P(C2C=CC=CC=2)C2C=CC=CC=2)C=CC=CC=1.C1(P(C2C=CC=CC=2)C2C=CC=CC=2)C=CC=CC=1.C(#N)C>[F:29][C:24]1[CH:25]=[CH:26][CH:27]=[CH:28][C:23]=1[S:20]([NH:19][C:15]1[CH:16]=[CH:17][CH:18]=[C:13]([C:11]([C:10]2[C:4]3[C:5](=[N:6][CH:7]=[C:2]([C:36]4[CH:35]=[N:34][C:33]([O:32][CH3:31])=[N:38][CH:37]=4)[CH:3]=3)[NH:8][CH:9]=2)=[O:12])[C:14]=1[F:30])(=[O:22])=[O:21] |f:2.3.4,5.6.7.8.9|. Procedure details: In a microwave vial, N-[3-(5-bromo-1H-pyrrolo[2,3-b]pyridine-3-carbonyl)-2-fluoro-phenyl]-2-fluoro-benzenesulfonamide (21, 100 mg, 0.203 mmol), 2-methoxy-5-(4,4,5,5-tetramethyl-[1,3,2]dioxaborolan-2-yl)-pyrimidine (22, 72 mg, 0.305 mmol) and tetrakis-(triphenylphosphine) palladium(0) (10 mg) are combined with potassium carbonate (0.609 mL, 1M aqueous, 0.609 mmol) and 0.6 mL of acetonitrile. The reaction mixture is heated in a microwave at 160° C. for 15 minutes. The mixture is filtered through c...